From a dataset of the Open Reaction Database (ORD), a public repository of structured organic reaction records. describe an organic reaction: reactants, conditions, products, and yield Reactants: C(C)OC(=O)C1C(CCC1)C(=O)N1CCN(CC1)C1=CC=C(C=C1)NC(=O)C=1N=C(OC1C(F)(F)F)C1=CC=CC=C1 (racemic 2-(4-{4-[(2-phenyl-5-trifluoromethyl-oxazole-4-carbonyl)-amino]-phenyl}-piperazine-1-carbonyl)-cyclopentanecarboxylic acid ethyl ester), [OH-].[Li+] (lithium hydroxide). Solvent: C(C)O (ethanol), O (water), O (water). Conditions: time 4 hour. Yields the product C1(=CC=CC=C1)C=1OC(=C(N1)C(=O)NC1=CC=C(C=C1)N1CCN(CC1)C(=O)C1C(CCC1)C(=O)O)C(F)(F)F (rac-2-(4-{4-[(2-phenyl-5-trifluoromethyl-oxazole-4-carbonyl)-amino]-phenyl}-piperazine-1-carbonyl)-cyclopentanecarboxylic acid). Yield: 28.4%. RXN SMILES: C([O:3][C:4]([CH:6]1[CH2:10][CH2:9][CH2:8][CH:7]1[C:11]([N:13]1[CH2:18][CH2:17][N:16]([C:19]2[CH:24]=[CH:23][C:22]([NH:25][C:26]([C:28]3[N:29]=[C:30]([C:37]4[CH:42]=[CH:41][CH:40]=[CH:39][CH:38]=4)[O:31][C:32]=3[C:33]([F:36])([F:35])[F:34])=[O:27])=[CH:21][CH:20]=2)[CH2:15][CH2:14]1)=[O:12])=[O:5])C.[OH-].[Li+]>C(O)C.O>[C:37]1([C:30]2[O:31][C:32]([C:33]([F:34])([F:35])[F:36])=[C:28]([C:26]([NH:25][C:22]3[CH:23]=[CH:24][C:19]([N:16]4[CH2:17][CH2:18][N:13]([C:11]([CH:7]5[CH2:8][CH2:9][CH2:10][CH:6]5[C:4]([OH:5])=[O:3])=[O:12])[CH2:14][CH2:15]4)=[CH:20][CH:21]=3)=[O:27])[N:29]=2)[CH:42]=[CH:41][CH:40]=[CH:39][CH:38]=1 |f:1.2|. Reported procedure: To a solution of racemic 2-(4-{4-[(2-phenyl-5-trifluoromethyl-oxazole-4-carbonyl)-amino]-phenyl}-piperazine-1-carbonyl)-cyclopentanecarboxylic acid ethyl ester (100 mg, 0.171 mmol) in 10 mL ethanol was added a solution of lithium hydroxide (14 mg, 0.342 mmol) in 5 mL water. The reaction mixture was stirred at room temperature for 4 hrs and then heated to 50° C. for 1 hr. The reaction mixture was cooled, diluted with water, and washed with diethyl ether. The pH of the aqueous layer was adjusted t... Starting materials: COC(=O)Cc1cc(C)c(Oc2cc(C(C)C)c(Cl)nn2)c(C)c1, CO, [Na+], [OH-]. RXN SMILES: [CH3:1][O:2][C:3]([CH2:4][c:5]1[cH:6][c:7]([CH3:23])[c:8]([O:12][c:13]2[n:14][n:15][c:16]([Cl:22])[c:17]([CH:19]([CH3:20])[CH3:21])[cH:18]2)[c:9]([CH3:11])[cH:10]1)=[O:24].[CH3:27][OH:28].[Na+:26].[OH-:25]>>[O:2]=[C:3]([CH2:4][c:5]1[cH:6][c:7]([CH3:23])[c:8]([O:12][c:13]2[n:14][n:15][c:16]([Cl:22])[c:17]([CH:19]([CH3:20])[CH3:21])[cH:18]2)[c:9]([CH3:11])[cH:10]1)[OH:24]. Yields the product Cc1cc(CC(=O)O)cc(C)c1Oc1cc(C(C)C)c(Cl)nn1. RXN SMILES: [CH3:1][O:2][C:3]([c:4]1[c:5]([O:13][c:14]2[cH:15][cH:16][cH:17][cH:18][cH:19]2)[cH:6][cH:7][c:8]([N+:10](=[O:11])[O-:12])[cH:9]1)=[O:20].[NH2:21][NH2:22]>>[O:2]=[C:3]([c:4]1[c:5]([O:13][c:14]2[cH:15][cH:16][cH:17][cH:18][cH:19]2)[cH:6][cH:7][c:8]([N+:10](=[O:11])[O-:12])[cH:9]1)[NH:21][NH2:22]. The reactants are COC(=O)c1cc([N+](=O)[O-])ccc1Oc1ccccc1, NN. Yields the product NNC(=O)c1cc([N+](=O)[O-])ccc1Oc1ccccc1. Starting materials: CCI, C1CCOC1, COC(=O)Cc1ccc(NC(=O)C2NC(CC(C)(C)C)C(C#N)(c3ccc(Cl)cc3F)C2c2cccc(Cl)c2F)cc1, C[Si](C)(C)[N-][Si](C)(C)C, [Cl-], [Li+], [NH4+]. Product: CCC(C(=O)OC)c1ccc(NC(=O)C2NC(CC(C)(C)C)C(C#N)(c3ccc(Cl)cc3F)C2c2cccc(Cl)c2F)cc1. RXN SMILES: [CH2:53]([CH3:54])[I:55].[CH2:56]1[O:57][CH2:58][CH2:59][CH2:60]1.[CH3:1][O:2][C:3]([CH2:4][c:5]1[cH:6][cH:7][c:8]([NH:11][C:12](=[O:13])[CH:14]2[NH:15][CH:16]([CH2:37][C:38]([CH3:39])([CH3:40])[CH3:41])[C:17]([C:27]#[N:28])([c:29]3[c:30]([F:36])[cH:31][c:32]([Cl:35])[cH:33][cH:34]3)[CH:18]2[c:19]2[c:20]([F:26])[c:21]([Cl:25])[cH:22][cH:23][cH:24]2)[cH:9][cH:10]1)=[O:42].[CH3:44][Si:45]([N-:46][Si:47]([CH3:48])([CH3:49])[CH3:50])([CH3:51])[CH3:52].[Cl-:61].[Li+:43].[NH4+:62]>>[CH3:1][O:2][C:3]([CH:4]([c:5]1[cH:6][cH:7][c:8]([NH:11][C:12](=[O:13])[CH:14]2[NH:15][CH:16]([CH2:37][C:38]([CH3:39])([CH3:40])[CH3:41])[C:17]([C:27]#[N:28])([c:29]3[c:30]([F:36])[cH:31][c:32]([Cl:35])[cH:33][cH:34]3)[CH:18]2[c:19]2[c:20]([F:26])[c:21]([Cl:25])[cH:22][cH:23][cH:24]2)[cH:9][cH:10]1)[CH2:53][CH3:54])=[O:42].